Dataset: the Open Reaction Database (ORD), a public repository of structured organic reaction records. Task: describe an organic reaction: reactants, conditions, products, and yield Starting materials: CCOC(C)=O, O=C(c1ccc(Oc2nccnc2C2=CCCOC2)cc1)c1nc2ccccc2[nH]1. Product: O=C(c1ccc(Oc2nccnc2C2CCCOC2)cc1)c1nc2ccccc2[nH]1. RXN SMILES: [CH3:31][CH2:32][O:33][C:34]([CH3:35])=[O:36].[nH:1]1[c:2]([C:10](=[O:11])[c:12]2[cH:13][cH:14][c:15]([O:18][c:19]3[n:20][cH:21][cH:22][n:23][c:24]3[C:25]3=[CH:30][CH2:29][CH2:28][O:27][CH2:26]3)[cH:16][cH:17]2)[n:3][c:4]2[c:5]1[cH:6][cH:7][cH:8][cH:9]2>>[nH:1]1[c:2]([C:10](=[O:11])[c:12]2[cH:13][cH:14][c:15]([O:18][c:19]3[n:20][cH:21][cH:22][n:23][c:24]3[CH:25]3[CH2:26][O:27][CH2:28][CH2:29][CH2:30]3)[cH:16][cH:17]2)[n:3][c:4]2[c:5]1[cH:6][cH:7][cH:8][cH:9]2.